From a dataset of the Open Reaction Database (ORD), a public repository of structured organic reaction records. describe an organic reaction: reactants, conditions, products, and yield The reactants are C1(CCC2=CC=CC=C12)CCN1CCN(CC1)C1=CC=C(C=C1)C(=O)N (4-[2-(Indan-1-yl)ethyl]-1-(4-aminocarbonylphenyl)piperazine), P(=O)(Cl)(Cl)Cl (phosphorous oxychloride). The solvent is CN(C=O)C (dimethylformamide). Run at time 2 hour. The product is C1(CCC2=CC=CC=C12)CCN1CCN(CC1)C1=CC=C(C=C1)C#N (4-[2-(Indan-1-yl)ethyl]-1-(4-cyanophenyl)piperazine). As a reaction SMILES: [CH:1]1([CH2:10][CH2:11][N:12]2[CH2:17][CH2:16][N:15]([C:18]3[CH:23]=[CH:22][C:21]([C:24]([NH2:26])=O)=[CH:20][CH:19]=3)[CH2:14][CH2:13]2)[C:9]2[C:4](=[CH:5][CH:6]=[CH:7][CH:8]=2)[CH2:3][CH2:2]1.P(Cl)(Cl)(Cl)=O>CN(C)C=O>[CH:1]1([CH2:10][CH2:11][N:12]2[CH2:17][CH2:16][N:15]([C:18]3[CH:19]=[CH:20][C:21]([C:24]#[N:26])=[CH:22][CH:23]=3)[CH2:14][CH2:13]2)[C:9]2[C:4](=[CH:5][CH:6]=[CH:7][CH:8]=2)[CH2:3][CH2:2]1. Procedure: A mixture of 4-[2-(indan-1-yl)ethyl]-1-(4-carboxamido)phenylpiperazine (CXII, EXAMPLE 77, 0.7 g, 2 mmol), phosphorous oxychloride (0.93 ml, 10 mmol) in dimethylformamide (20 ml) is heated at 80° for 2 hr. The mixture is stirred for 2 hr and quenched with sodium hydroxide (20%) until the pH>13. The mixture is extracted with ethyl acetate (800 ml), and the organic phase is washed with saline, dried (magnesium sulfate), filtered and concentrated. The concentrate is purified by liquid chromatography... Starting materials: ClC=1C=C(C(=O)OO)C=CC1 (3-Chloroperoxybenzoic acid), C(C)NC(=O)C1C(C(C(C1)N1N=NC2=C1N=C(N=C2NC2C(C2)C2=CC=CC=C2)SCCC)O)O (N-Ethyl-2,3-dihydroxy-4-[7-[(2-phenylcyclopropyl)amino]-5-(propylthio)-3H-1,2,3-triazolo[4,5-d]pyrimidin-3-yl]-cyclopentanecarboxamide), ClCCl (dichloromethane). Run in C(C)O (ethanol). Product: C(C)NC(=O)C1C(C(C(C1)N1N=NC2=C1N=C(N=C2NC2C(C2)C2=CC=CC=C2)SC(C)C)O)O (N-Ethyl-2,3-dihydroxy-4-[5-(-methylethylthio)-7-[(2-phenylcyclopropyl)amino]-3H-1,2,3-triazolo[4,5-d]pyrimidin-3-yl]-cyclopentanecarboxamide). Reaction SMILES: Cl[C:2]1[CH:3]=C(C=C[CH:11]=1)C(OO)=O.[CH2:12]([NH:14][C:15]([CH:17]1[CH2:21][CH:20]([N:22]2[C:26]3[N:27]=[C:28]([S:41]CCC)[N:29]=[C:30]([NH:31][CH:32]4[CH2:34][CH:33]4[C:35]4[CH:40]=[CH:39][CH:38]=[CH:37][CH:36]=4)[C:25]=3[N:24]=[N:23]2)[CH:19]([OH:45])[CH:18]1[OH:46])=[O:16])[CH3:13].ClCCl>C(O)C>[CH2:12]([NH:14][C:15]([CH:17]1[CH2:21][CH:20]([N:22]2[C:26]3[N:27]=[C:28]([S:41][CH:2]([CH3:3])[CH3:11])[N:29]=[C:30]([NH:31][CH:32]4[CH2:34][CH:33]4[C:35]4[CH:40]=[CH:39][CH:38]=[CH:37][CH:36]=4)[C:25]=3[N:24]=[N:23]2)[CH:19]([OH:45])[CH:18]1[OH:46])=[O:16])[CH3:13]. Procedure details: 3-Chloroperoxybenzoic acid (50%, 9.0 g) was added to a suspension of the product of example 1, step e) (4.1 g) in ethanol (200 ml) and dichloromethane (50 ml) and the resulting solution stirred at room temperature for 18 hours. The reaction mixture was concentrated and the residue taken up in ethyl acetate (500 ml) , washed with 10% aqueous sodium metabisulfite solution (2×100 ml) and 10% aqueous sodium bicarbonate solution (2×100 ml) then dried and concentrated. Purification (SiO2, ethyl acetat... The reactants are C1CCOC1, CO, [Li+], COC(=O)c1cc(Oc2ccc(C(=O)N3CCC3)cc2)cc(OC2CCN(C)C2=O)c1, [OH-], O. Yields the product CN1CCC(Oc2cc(Oc3ccc(C(=O)N4CCC4)cc3)cc(C(=O)O)c2)C1=O. RXN SMILES: [CH2:35]1[O:36][CH2:37][CH2:38][CH2:39]1.[CH3:32][OH:33].[Li+:40].[N:1]1([C:5](=[O:6])[c:7]2[cH:8][cH:9][c:10]([O:11][c:12]3[cH:13][c:14]([C:15](=[O:16])[O:17][CH3:18])[cH:19][c:20]([O:22][CH:23]4[C:24](=[O:29])[N:25]([CH3:28])[CH2:26][CH2:27]4)[cH:21]3)[cH:30][cH:31]2)[CH2:2][CH2:3][CH2:4]1.[OH-:41].[OH2:34]>>[N:1]1([C:5](=[O:6])[c:7]2[cH:8][cH:9][c:10]([O:11][c:12]3[cH:13][c:14]([C:15](=[O:16])[OH:17])[cH:19][c:20]([O:22][CH:23]4[C:24](=[O:29])[N:25]([CH3:28])[CH2:26][CH2:27]4)[cH:21]3)[cH:30][cH:31]2)[CH2:2][CH2:3][CH2:4]1. Starting materials: aqueous solution, C([C@@H](O)C)(=O)O (L-lactic acid), C1(CCCO1)=O (γ-butyrolactone). Conditions: temperature 200 celsius, time 30 minute. Yields the product C(C(O)C)(=O)O.OC(C(=O)O)CC (lactic acid hydroxybutyric acid). Yield: 250.6%. Reaction SMILES: [C:1]([OH:6])(=[O:5])[C@H:2]([CH3:4])[OH:3].[C:7]1(=[O:12])[O:11][CH2:10][CH2:9][CH2:8]1>>[C:1]([OH:6])(=[O:5])[CH:2]([CH3:4])[OH:3].[OH:3][CH:8]([CH2:9][CH3:10])[C:7]([OH:11])=[O:12] |f:2.3|. Procedure: A 90% aqueous solution of L-lactic acid (32.4 g) and 3.75 g of γ-butyrolactone were put in a reaction vessel equipped with a stirrer and a nitrogen-introducing tube. After substitution of nitrogen gas was carried out three times, the temperature was raised by 10° C. per minute to 120° C. in a stream of nitrogen, and the mixture was concentrated at 120° C. for 5 hours with stirring. To the resulting concentrate was added 2.2 g of commercially available synthetic aluminum silicate containing 17% a... Starting materials: CN(C)c1ccncc1, OCCN1CCOCC1, Cc1ccccc1C, O=C(O)c1cc2c(cn1)[nH]c1ccccc12. The product is O=C(OCCN1CCOCC1)c1cc2c(cn1)[nH]c1ccccc12. Reaction SMILES: [CH3:26][N:27]([CH3:28])[c:29]1[cH:30][cH:31][n:32][cH:33][cH:34]1.[OH:17][CH2:18][CH2:19][N:20]1[CH2:21][CH2:22][O:23][CH2:24][CH2:25]1.[c:35]1([CH3:36])[c:37]([CH3:38])[cH:39][cH:40][cH:41][cH:42]1.[cH:1]1[n:2][c:3]([C:14](=[O:15])[OH:16])[cH:4][c:5]2[c:6]3[cH:7][cH:8][cH:9][cH:10][c:11]3[nH:12][c:13]12>>[cH:1]1[n:2][c:3]([C:14](=[O:15])[O:16][CH2:18][CH2:19][N:20]2[CH2:21][CH2:22][O:23][CH2:24][CH2:25]2)[cH:4][c:5]2[c:6]3[cH:7][cH:8][cH:9][cH:10][c:11]3[nH:12][c:13]12. Product: C(C1=CC=CC=C1)SCC(CO)C(C)(C)C (2-benzylthiomethyl-3,3-dimethylbutanol). The solvent is CN(C)C=O (DMF), CN(C=O)C (dimethylformamide). The yield is 33.7%. Procedure: Sodium hydride (2 g; 80%) was added to a stirred solution of benzyl mercaptan (9.4 g) in dry dimethylformamide (100 ml) at room temperature under a nitrogen atmosphere. The resulting mixture was heated at reflux for 1 hour when a solution of 2-bromomethyl -3,3-dimethylbutyl acetate (13.3 g) in DMF (10 ml) was added. After a further hour at reflux, the mixture was allowed to cool and then poured into water (300 ml). The aqueous mixture was extracted with ether and then the combined ethereal extra... The reactants are C(C)(=O)OCC(C(C)(C)C)CBr (2-bromomethyl -3,3-dimethylbutyl acetate), O (water), [H-].[Na+] (Sodium hydride), C(C1=CC=CC=C1)S (benzyl mercaptan). As a reaction SMILES: [H-].[Na+].[CH2:3]([SH:10])[C:4]1[CH:9]=[CH:8][CH:7]=[CH:6][CH:5]=1.C([O:14][CH2:15][CH:16]([CH2:21]Br)[C:17]([CH3:20])([CH3:19])[CH3:18])(=O)C.O>CN(C)C=O>[CH2:3]([S:10][CH2:21][CH:16]([C:17]([CH3:20])([CH3:19])[CH3:18])[CH2:15][OH:14])[C:4]1[CH:9]=[CH:8][CH:7]=[CH:6][CH:5]=1 |f:0.1|. The reactants are O (water), C(=O)(O)[O-].[Na+] (NaHCO3), COC(=O)C=1C=C2CN(CC2=CC1)CC1=CC=CC=C1 (2-Benzyl-2,3-dihydro-1H-isoindole-5-carboxylic acid methyl ester), C(=O)(O)[O-].[Na+] (NaHCO3), C(C1=CC=CC=C1)OC(=O)Cl (benzylchloroformate). Run in C(Cl)Cl (CH2Cl2). Conditions: temperature 30 celsius. Product: COC(=O)C=1C=C2CN(CC2=CC1)C(=O)OCC1=CC=CC=C1 (1,3-Dihydro-isoindole-2,5-dicarboxylic acid 2-benzyl ester 5-methyl ester). As a reaction SMILES: [CH3:1][O:2][C:3]([C:5]1[CH:6]=[C:7]2[C:11](=[CH:12][CH:13]=1)[CH2:10][N:9](CC1C=CC=CC=1)[CH2:8]2)=[O:4].C([O-])(O)=O.[Na+].[CH2:26]([O:33][C:34](Cl)=[O:35])[C:27]1[CH:32]=[CH:31][CH:30]=[CH:29][CH:28]=1.O>C(Cl)Cl>[CH3:1][O:2][C:3]([C:5]1[CH:6]=[C:7]2[C:11](=[CH:12][CH:13]=1)[CH2:10][N:9]([C:34]([O:33][CH2:26][C:27]1[CH:32]=[CH:31][CH:30]=[CH:29][CH:28]=1)=[O:35])[CH2:8]2)=[O:4] |f:1.2|. Procedure: 2-Benzyl-2,3-dihydro-1H-isoindole-5-carboxylic acid methyl ester (3.9 g) and NaHCO3 (12.3 g) are suspended in CH2Cl2 (50 mL) and the mixture is treated with benzylchloroformate (Z—Cl) (10.8 mL). The mixture is warmed to 30° C. and after 10 min the reaction mixture is added to a mixture of water (150 mL) with NaHCO3 (12.3 g), the organic phase is separated, dried and evaporated. To the residue are added MeOH and the crystalline solid is collected and dried. 3.79 g of the title compound are obtain... The reactants are N#Cc1ccc(CBr)cc1, O=C([O-])[O-], CCOC(=O)c1n[nH]c2ccccc12, CC#N, CN(C)C=O, [Cs+], [Cs+]. Product: CCOC(=O)c1nn(Cc2ccc(C#N)cc2)c2ccccc12. RXN SMILES: [Br:21][CH2:22][c:23]1[cH:24][cH:25][c:26]([C:27]#[N:28])[cH:29][cH:30]1.[C:15](=[O:16])([O-:17])[O-:18].[CH2:1]([CH3:2])[O:3][C:4](=[O:5])[c:6]1[n:7][nH:8][c:9]2[cH:10][cH:11][cH:12][cH:13][c:14]12.[CH3:31][C:32]#[N:33].[CH3:34][N:35]([CH3:36])[CH:37]=[O:38].[Cs+:19].[Cs+:20]>>[CH2:1]([CH3:2])[O:3][C:4](=[O:5])[c:6]1[n:7][n:8]([CH2:22][c:23]2[cH:24][cH:25][c:26]([C:27]#[N:28])[cH:29][cH:30]2)[c:9]2[cH:10][cH:11][cH:12][cH:13][c:14]12.